From a dataset of the Open Reaction Database (ORD), a public repository of structured organic reaction records. describe an organic reaction: reactants, conditions, products, and yield The reactants are CO, CC(C)C(C)(O)c1ccc(C(=CC2CCCC2)c2cc3cccnc3[nH]2)cc1. The product is CC(C)C(C)(O)c1ccc(C(CC2CCCC2)c2cc3cccnc3[nH]2)cc1. As a reaction SMILES: [CH3:29][OH:30].[CH:1]1([CH:6]=[C:7]([c:8]2[cH:9][c:10]3[c:11]([n:12][cH:13][cH:14][cH:15]3)[nH:16]2)[c:17]2[cH:18][cH:19][c:20]([C:23]([CH3:24])([CH:25]([CH3:26])[CH3:27])[OH:28])[cH:21][cH:22]2)[CH2:2][CH2:3][CH2:4][CH2:5]1>>[CH:1]1([CH2:6][CH:7]([c:8]2[cH:9][c:10]3[c:11]([n:12][cH:13][cH:14][cH:15]3)[nH:16]2)[c:17]2[cH:18][cH:19][c:20]([C:23]([CH3:24])([CH:25]([CH3:26])[CH3:27])[OH:28])[cH:21][cH:22]2)[CH2:2][CH2:3][CH2:4][CH2:5]1. Reactants: CC(=O)OC(C)=O, O, Oc1ccccc1-c1ccccc1, O=S(=O)(O)O. Product: CC(=O)Oc1ccccc1-c1ccccc1. RXN SMILES: [CH3:19][C:20](=[O:21])[O:22][C:23](=[O:24])[CH3:25].[OH2:26].[OH:1][c:2]1[c:3](-[c:8]2[cH:9][cH:10][cH:11][cH:12][cH:13]2)[cH:4][cH:5][cH:6][cH:7]1.[S:14](=[O:15])(=[O:16])([OH:17])[OH:18]>>[O:1]([c:2]1[c:3](-[c:8]2[cH:9][cH:10][cH:11][cH:12][cH:13]2)[cH:4][cH:5][cH:6][cH:7]1)[C:20]([CH3:19])=[O:21]. Reactants: C(C1=CC=CC=C1)N1CCN(CC1)C([C@@H](NC(=O)OC(C)(C)C)CCC(N)=O)=O (1-benzyl-4-(N-tert-butoxycarbonyl-L-glutaminyl)piperazine), C(C1=CC=CC=C1)OC1=C(C(=O)O)C=CC(=C1)OCC1=CC=CC=C1 (2,4-dibenzyloxybenzoic acid), Example 7 ( i ). Product: C(C1=CC=CC=C1)N1CCN(CC1)C([C@@H](NC(C1=C(C=C(C=C1)OCC1=CC=CC=C1)OCC1=CC=CC=C1)=O)CCC(N)=O)=O (1-benzyl-4-(2,4-dibenzyloxybenzoyl-L-glutaminyl)piperazine). Isolated yield 26.9%. RXN SMILES: [CH2:1]([N:8]1[CH2:13][CH2:12][N:11]([C:14](=[O:29])[C@H:15]([CH2:24][CH2:25][C:26](=[O:28])[NH2:27])[NH:16][C:17](OC(C)(C)C)=[O:18])[CH2:10][CH2:9]1)[C:2]1[CH:7]=[CH:6][CH:5]=[CH:4][CH:3]=1.[CH2:30]([O:37][C:38]1[CH:46]=[C:45]([O:47][CH2:48][C:49]2[CH:54]=[CH:53][CH:52]=[CH:51][CH:50]=2)[CH:44]=[CH:43][C:39]=1C(O)=O)[C:31]1[CH:36]=[CH:35][CH:34]=[CH:33][CH:32]=1>>[CH2:1]([N:8]1[CH2:13][CH2:12][N:11]([C:14](=[O:29])[C@H:15]([CH2:24][CH2:25][C:26](=[O:28])[NH2:27])[NH:16][C:17](=[O:18])[C:44]2[CH:43]=[CH:39][C:38]([O:37][CH2:30][C:31]3[CH:36]=[CH:35][CH:34]=[CH:33][CH:32]=3)=[CH:46][C:45]=2[O:47][CH2:48][C:49]2[CH:50]=[CH:51][CH:52]=[CH:53][CH:54]=2)[CH2:10][CH2:9]1)[C:2]1[CH:7]=[CH:6][CH:5]=[CH:4][CH:3]=1. Procedure details: Condensation of 1-benzyl-4-(N-tert-butoxycarbonyl-L-glutaminyl)piperazine (1.0 g) and 2,4-dibenzyloxybenzoic acid (752 mg) was carried out in the same manner as in Example 7 (i) to obtain colorless crystalline powder 1-benzyl-4-(2,4-dibenzyloxybenzoyl-L-glutaminyl)piperazine (375 mg). Melting point: 133°-135° C. Reactants: CC(C)(C)OC(=O)N1CCC(CCO)CC1, O=C1CCCCC1. Product: CC(C)(C)OC(=O)N1CCC(CCOC2CCCCC2)CC1. As a reaction SMILES: [C:1]([CH3:2])([CH3:3])([CH3:4])[O:5][C:6](=[O:7])[N:8]1[CH2:9][CH2:10][CH:11]([CH2:14][CH2:15][OH:16])[CH2:12][CH2:13]1.[O:17]=[C:18]1[CH2:19][CH2:20][CH2:21][CH2:22][CH2:23]1>>[C:1]([CH3:2])([CH3:3])([CH3:4])[O:5][C:6](=[O:7])[N:8]1[CH2:9][CH2:10][CH:11]([CH2:14][CH2:15][O:16][CH:18]2[CH2:19][CH2:20][CH2:21][CH2:22][CH2:23]2)[CH2:12][CH2:13]1. The reactants are CN(C)C=O, O=C(Cl)c1ccc(F)cc1, O, c1ccncc1, Nc1cncnc1N. The product is Nc1ncncc1NC(=O)c1ccc(F)cc1. Reaction SMILES: [CH3:15][N:16]([CH3:17])[CH:18]=[O:19].[F:20][c:21]1[cH:22][cH:23][c:24]([C:25](=[O:26])[Cl:27])[cH:28][cH:29]1.[OH2:30].[cH:9]1[cH:10][cH:11][n:12][cH:13][cH:14]1.[n:1]1[cH:2][n:3][c:4]([NH2:8])[c:5]([NH2:7])[cH:6]1>>[n:1]1[cH:2][n:3][c:4]([NH2:8])[c:5]([NH:7][C:25]([c:24]2[cH:23][cH:22][c:21]([F:20])[cH:29][cH:28]2)=[O:26])[cH:6]1. Starting materials: C(C)(C)(C)[C@@H]1CC[C@H](CC1)OC=1C=C2C=CC(=CC2=CC1)C=O (6-(trans-4-tert-butylcyclohexyloxy)-2-naphthaldehyde), CNCC(=O)OCC (ethyl 2-(methylamino)acetate), [BH3-]C#N.[Na+] (NaBH3CN). Run in C(C)O (ethanol). Yields the product C(C)(C)(C)[C@@H]1CC[C@H](CC1)OC=1C=C2C=CC(=CC2=CC1)CN(CC(=O)OCC)C (ethyl 2-(((6-(trans-4-tert-butylcyclohexyloxy)naphthalen-2-yl)methyl)(methyl)amino)acetate). Reported procedure: A mixture of 6-(trans-4-tert-butylcyclohexyloxy)-2-naphthaldehyde (155 mg, 0.5 mmol) and ethyl 2-(methylamino)acetate (117 mg, 1.0 mmol, 2.0 equiv) in anhydrous ethanol (20 mL) was refluxed for 2 hr and evaporated in vacuum to dryness. Anhydrous EtOH was added and refluxed for 1 hr, and then the mixture was cooled to 23° C. NaBH3CN (60 mg, 1.0 mmol, 2.0 equiv) was added. The resulted mixture was refluxed for 1 h. The reaction mixture was concentrated in vacuum and the residue was purified by chr... Yield: 39.8%. As a reaction SMILES: [C:1]([C@H:5]1[CH2:10][CH2:9][C@H:8]([O:11][C:12]2[CH:13]=[C:14]3[C:19](=[CH:20][CH:21]=2)[CH:18]=[C:17](C=O)[CH:16]=[CH:15]3)[CH2:7][CH2:6]1)([CH3:4])([CH3:3])[CH3:2].[CH3:24][NH:25][CH2:26][C:27]([O:29][CH2:30][CH3:31])=[O:28].[BH3-][C:33]#N.[Na+]>C(O)C>[C:1]([C@H:5]1[CH2:10][CH2:9][C@H:8]([O:11][C:12]2[CH:13]=[C:14]3[C:19](=[CH:20][CH:21]=2)[CH:18]=[C:17]([CH2:24][N:25]([CH3:33])[CH2:26][C:27]([O:29][CH2:30][CH3:31])=[O:28])[CH:16]=[CH:15]3)[CH2:7][CH2:6]1)([CH3:4])([CH3:2])[CH3:3] |f:2.3|. Run at temperature 23 celsius.